From a dataset of the Open Reaction Database (ORD), a public repository of structured organic reaction records. describe an organic reaction: reactants, conditions, products, and yield Starting materials: ClC1=NSC(=C1C(=O)OCC)C1=CCC(CC1)C (ethyl 3-chloro-5-(4-methylcyclohex-1-en-1-yl)-1,2-thiazole-4-carboxylate), CC(C)C[AlH]CC(C)C (DIBAL-H). Solvent: C1(=CC=CC=C1)C (toluene). Run at temperature 20 celsius. The product is ClC1=NSC(=C1CO)C1=CCC(CC1)C ([3-chloro-5-(4-methylcyclohex-1-en-1-yl)-1,2-thiazol-4-yl]methanol). The yield is 35.5%. RXN SMILES: [Cl:1][C:2]1[C:6]([C:7](OCC)=[O:8])=[C:5]([C:12]2[CH2:17][CH2:16][CH:15]([CH3:18])[CH2:14][CH:13]=2)[S:4][N:3]=1.CC(C[AlH]CC(C)C)C>C1(C)C=CC=CC=1>[Cl:1][C:2]1[C:6]([CH2:7][OH:8])=[C:5]([C:12]2[CH2:17][CH2:16][CH:15]([CH3:18])[CH2:14][CH:13]=2)[S:4][N:3]=1. Reported procedure: Into a 25-mL round-bottom flask purged and maintained with an inert atmosphere of nitrogen, was placed ethyl 3-chloro-5-(4-methylcyclohex-1-en-1-yl)-1,2-thiazole-4-carboxylate (150 mg, 0.52 mmol, 1.00 equiv), toluene (3 mL). DIBAL-H (0.926 mL) was added dropwise at −78° C. with stirring. The resulting solution was allowed to warm to 20° C. and then stirred for 1 h. The reaction was then quenched by the addition of MeOH. The resulting mixture was concentrated under reduced pressure. The residue w... Reactants: NC=1C=C(SC1C)C(=O)OC (methyl 4-amino-5-methylthiophene-2-carboxylate), S1C(=CC=C1)S(=O)(=O)Cl (2-thiophen-sulfonyl chloride). The solvent is N1=CC=CC=C1 (pyridine). Conditions: time 2 hour. Product: CC1=C(C=C(S1)C(=O)OC)NS(=O)(=O)C=1SC=CC1 (methyl 5-methyl-4-[(2-thienylsulfonyl)amino]thiophene-2-carboxylate). The yield is 96.3%. RXN SMILES: [NH2:1][C:2]1[CH:3]=[C:4]([C:8]([O:10][CH3:11])=[O:9])[S:5][C:6]=1[CH3:7].[S:12]1[CH:16]=[CH:15][CH:14]=[C:13]1[S:17](Cl)(=[O:19])=[O:18]>N1C=CC=CC=1>[CH3:7][C:6]1[S:5][C:4]([C:8]([O:10][CH3:11])=[O:9])=[CH:3][C:2]=1[NH:1][S:17]([C:13]1[S:12][CH:16]=[CH:15][CH:14]=1)(=[O:19])=[O:18]. Procedure: To a mixture of methyl 4-amino-5-methylthiophene-2-carboxylate (20 g) and pyridine (100 mL) was added 2-thiophen-sulfonyl chloride (23.5 g) at 0° C., and the mixture was stirred at room temperature for 2 hr. The reaction mixture was concentrated, water was added, and the mixture was extracted with ethyl acetate. The ethyl acetate layer was washed with saturated brine, dried (MgSO4) and concentrated. The residue was subjected to silica gel column chromatography to give methyl 5-methyl-4-[(2-thien... Reactants: CO, CC(C)(C)OC(=O)N1CCCCC1CCN=[N+]=[N-]. Yields the product CC(C)(C)OC(=O)N1CCCCC1CCN. RXN SMILES: [CH3:19][OH:20].[N:1](=[N+:2]=[N-:3])[CH2:4][CH2:5][CH:6]1[N:7]([C:12](=[O:13])[O:14][C:15]([CH3:16])([CH3:17])[CH3:18])[CH2:8][CH2:9][CH2:10][CH2:11]1>>[NH2:1][CH2:4][CH2:5][CH:6]1[N:7]([C:12](=[O:13])[O:14][C:15]([CH3:16])([CH3:17])[CH3:18])[CH2:8][CH2:9][CH2:10][CH2:11]1. RXN SMILES: [CH3:39][C:40]([CH3:41])([O-:42])[CH3:43].[Cl:1][c:2]1[cH:3][c:4]([Cl:18])[c:5]2[c:6]([cH:7][c:8](-[c:10]3[cH:11][cH:12][c:13]([CH3:16])[cH:14][cH:15]3)[o:9]2)[cH:17]1.[K+:44].[c:19]1(-[c:25]2[cH:26][cH:27][c:28]([CH:29]=[N:30][c:31]3[cH:32][cH:33][cH:34][cH:35][cH:36]3)[cH:37][cH:38]2)[cH:20][cH:21][cH:22][cH:23][cH:24]1>>[Cl:1][c:2]1[cH:3][c:4]([Cl:18])[c:5]2[c:6]([cH:7][c:8](-[c:10]3[cH:11][cH:12][c:13]([CH:16]=[CH:29][c:28]4[cH:27][cH:26][c:25](-[c:19]5[cH:20][cH:21][cH:22][cH:23][cH:24]5)[cH:38][cH:37]4)[cH:14][cH:15]3)[o:9]2)[cH:17]1. Reactants: CC(C)(C)[O-], Cc1ccc(-c2cc3cc(Cl)cc(Cl)c3o2)cc1, [K+], C(=Nc1ccccc1)c1ccc(-c2ccccc2)cc1. Yields the product Clc1cc(Cl)c2oc(-c3ccc(C=Cc4ccc(-c5ccccc5)cc4)cc3)cc2c1. Reactants: COc1cc2c(Cl)ncnc2cc1OCC1CCN(C(=O)OC(C)(C)C)CC1, O=C([O-])[O-], [K+], [K+], CN(C)C=O, Cc1c[nH]c2ccc(O)cc12. Product: COc1cc2c(Oc3ccc4[nH]cc(C)c4c3)ncnc2cc1OCC1CCN(C(=O)OC(C)(C)C)CC1. RXN SMILES: [C:1]([CH3:2])([CH3:3])([CH3:4])[O:5][C:6](=[O:7])[N:8]1[CH2:9][CH2:10][CH:11]([CH2:14][O:15][c:16]2[c:17]([O:27][CH3:28])[cH:18][c:19]3[c:20]([Cl:26])[n:21][cH:22][n:23][c:24]3[cH:25]2)[CH2:12][CH2:13]1.[C:40](=[O:41])([O-:42])[O-:43].[K+:44].[K+:45].[O:46]=[CH:47][N:48]([CH3:49])[CH3:50].[OH:29][c:30]1[cH:31][c:32]2[c:33]([CH3:39])[cH:34][nH:35][c:36]2[cH:37][cH:38]1>>[C:1]([CH3:2])([CH3:3])([CH3:4])[O:5][C:6](=[O:7])[N:8]1[CH2:9][CH2:10][CH:11]([CH2:14][O:15][c:16]2[c:17]([O:27][CH3:28])[cH:18][c:19]3[c:20]([O:29][c:30]4[cH:31][c:32]5[c:33]([CH3:39])[cH:34][nH:35][c:36]5[cH:37][cH:38]4)[n:21][cH:22][n:23][c:24]3[cH:25]2)[CH2:12][CH2:13]1. The reactants are C(C)(C)(C)C1=C(C=CC(=C1)C(C)(C)C)O (2,4-di-t-butylphenol), BrBr (Br2). The solvent is CC(=O)O (HOAc). Conditions: time 12 hour. The product is BrC1=C(C(=CC(=C1)C(C)(C)C)C(C)(C)C)O (2-Bromo-4,6-di-t-butylphenol). The yield is 91.8%. Reaction SMILES: [C:1]([C:5]1[CH:10]=[C:9]([C:11]([CH3:14])([CH3:13])[CH3:12])[CH:8]=[CH:7][C:6]=1[OH:15])([CH3:4])([CH3:3])[CH3:2].[Br:16]Br>CC(O)=O>[Br:16][C:7]1[CH:8]=[C:9]([C:11]([CH3:14])([CH3:13])[CH3:12])[CH:10]=[C:5]([C:1]([CH3:4])([CH3:3])[CH3:2])[C:6]=1[OH:15]. Procedure: To a solution of 2,4-di-t-butylphenol (Aldrich, 2.0 g, 9.7 mmol) in 2 ml of HOAc was added Br2 (0.5 ml, 9.7 mmol). The reaction mixture was stirred at room temperature for 12 hours. Solvent was removed under reduced pressure and the residue was purified by column chromatography (ethyl acetate/hexane 1/20) to yield the desired product (2.54 g) as a white solid. 1H NMR δ7.33 (d, J=2.3 Hz, 1H), 7.24 (d, J=2.3 Hz, 1H), 1.41 (s, 9H), 1.29 (s, 9H). Reactants: ClCCl, OCn1cnc(C(F)(F)F)n1, O=S(Cl)Cl. Product: FC(F)(F)c1ncn(CCl)n1. As a reaction SMILES: [Cl:16][CH2:17][Cl:18].[F:1][C:2]([c:3]1[n:4][n:5]([CH2:8][OH:9])[cH:6][n:7]1)([F:10])[F:11].[S:12]([Cl:13])([Cl:14])=[O:15]>>[F:1][C:2]([c:3]1[n:4][n:5]([CH2:8][Cl:14])[cH:6][n:7]1)([F:10])[F:11]. Starting materials: CCBr, O=C([O-])[O-], Cc1cc(NC(=O)OC(C)(C)C)c(C)cc1O, [K+], [K+], CN(C)C=O, O. Product: CCOc1cc(C)c(NC(=O)OC(C)(C)C)cc1C. Reaction SMILES: [Br:24][CH2:25][CH3:26].[C:18](=[O:19])([O-:20])[O-:21].[C:1]([CH3:2])([CH3:3])([CH3:4])[O:5][C:6]([NH:7][c:8]1[c:9]([CH3:16])[cH:10][c:11]([OH:15])[c:12]([CH3:14])[cH:13]1)=[O:17].[K+:22].[K+:23].[O:28]=[CH:29][N:30]([CH3:31])[CH3:32].[OH2:27]>>[C:1]([CH3:2])([CH3:3])([CH3:4])[O:5][C:6]([NH:7][c:8]1[c:9]([CH3:16])[cH:10][c:11]([O:15][CH2:25][CH3:26])[c:12]([CH3:14])[cH:13]1)=[O:17]. Starting materials: resultant solution, C(C1=CC=CC=C1)OC(=O)NNCC1CC=2C(=C3CCC(NC3=C(C2)C)=O)O1 (2-Benzoxycarbonylhydrazinomethyl-5-methyl-2,3,6,7,8,9-hexahydrofuro[2,3-f]quinoline-7-one), [H][H] (hydrogen). Reagents/catalysts: [Pd] (palladium-on-carbon). Run in CN(C=O)C (dimethylformamide), CO (methanol), Cl.CO (HCl methanol). Product: N(N)CC1CC=2C(=C3CCC(NC3=C(C2)C)=O)O1 (2-Hydrazinomethyl-5-methyl-2,3,6,7,8,9-hexahydrofuro[2,3-f]quinoline-7-one). The yield is 88.6%. Reaction SMILES: C(OC([NH:11][NH:12][CH2:13][CH:14]1[O:28][C:17]2=[C:18]3[C:23](=[C:24]([CH3:26])[CH:25]=[C:16]2[CH2:15]1)[NH:22][C:21](=[O:27])[CH2:20][CH2:19]3)=O)C1C=CC=CC=1.[H][H]>CN(C)C=O.CO.Cl.CO.[Pd]>[NH:12]([CH2:13][CH:14]1[O:28][C:17]2=[C:18]3[C:23](=[C:24]([CH3:26])[CH:25]=[C:16]2[CH2:15]1)[NH:22][C:21](=[O:27])[CH2:20][CH2:19]3)[NH2:11] |f:4.5|. Procedure details: The compound obtained in Example 339 (0.77 g, 2.0 mmol) was dissolved in a mixture of dimethylformamide (6 ml), methanol (11 ml), and 5% HCl-methanol solution (2 ml). To the resultant solution, 10% palladium-on-carbon (0.30 g) was added, followed by stirring at ambient temperature for 2 hours in the stream of hydrogen. The palladium-on-carbon was filtered off, and the solvent was distilled off under reduced pressure. 0.438 g of the title compound was obtained as pale yellow crystals (76.5%). The reactants are BrC1=CC=C2CN(C(C2=C1)=O)[C@@H](C(=O)OC)C(C)C ((R)-Methyl 2-(6-bromo-1-oxoisoindolin-2-yl)-3-methylbutanoate), compound, Cl.COC([C@@H](N)C)=O (L-alanine methyl ester hydrochloride). Yields the product BrC1=CC=C2CN(C(C2=C1)=O)[C@H](C(=O)OC)C ((S)-Methyl 2-(6-bromo-1-oxoisoindolin-2-yl)propanoate). Reaction SMILES: [Br:1][C:2]1[CH:10]=[C:9]2[C:5]([CH2:6][N:7]([C@H:12]([CH:17](C)C)[C:13]([O:15][CH3:16])=[O:14])[C:8]2=[O:11])=[CH:4][CH:3]=1.Cl.COC(=O)[C@H](C)N>>[Br:1][C:2]1[CH:10]=[C:9]2[C:5]([CH2:6][N:7]([C@@H:12]([CH3:17])[C:13]([O:15][CH3:16])=[O:14])[C:8]2=[O:11])=[CH:4][CH:3]=1 |f:1.2|. Reported procedure: The compound of example 335 was prepared analogous to compound of example 329 by reaction of the compound of example 328 and L-alanine methyl ester hydrochloride.